Dataset: the Open Reaction Database (ORD), a public repository of structured organic reaction records. Task: describe an organic reaction: reactants, conditions, products, and yield Reactants: ClC1=NC2=CC=CC=C2C(=N1)NC12CC3CC(CC(C1)C3)C2 (2chloro-4-(1-adamantylamino)quinazoline), N1CCOCC1 (morpholine), C(C)O (ethanol). Run in Cl (hydrochloric acid). Yields the product Cl.O1CCN(CC1)C1=NC2=CC=CC=C2C(=N1)NC12CC3CC(CC(C1)C3)C2 (2-morpholino-4-(1-adamantylamino)quinazoline hydrochloride). As a reaction SMILES: [Cl:1][C:2]1[N:11]=[C:10]([NH:12][C:13]23[CH2:22][CH:17]4[CH2:18][CH:19]([CH2:21][CH:15]([CH2:16]4)[CH2:14]2)[CH2:20]3)[C:9]2[C:4](=[CH:5][CH:6]=[CH:7][CH:8]=2)[N:3]=1.[NH:23]1[CH2:28][CH2:27][O:26][CH2:25][CH2:24]1.C(O)C>Cl>[ClH:1].[O:26]1[CH2:27][CH2:28][N:23]([C:2]2[N:11]=[C:10]([NH:12][C:13]34[CH2:14][CH:15]5[CH2:16][CH:17]([CH2:18][CH:19]([CH2:21]5)[CH2:20]3)[CH2:22]4)[C:9]3[C:4](=[CH:5][CH:6]=[CH:7][CH:8]=3)[N:3]=2)[CH2:24][CH2:25]1 |f:4.5|. Procedure: A mixture of 5 g of 2chloro-4-(1-adamantylamino)quinazoline, 5 ml of morpholine, and 10 ml of ethanol was refluxed for 16 hours. The reaction mixture was suspended in 100 ml of 6 N hydrochloric acid. The precipitate which resulted was collected by filtration and recrystallized twice from 95 percent ethanol, giving 3.5 g of 2-morpholino-4-(1-adamantylamino)quinazoline hydrochloride; m.p. 319°-321°. The following analytical data were obtained: Starting materials: CC1=CC(=CN1)CCC(=O)O (3-(5-Methyl-1H-pyrrol-3-yl)propionic acid), P(=O)(Cl)(Cl)Cl (phosphorus oxycloride), CN(C=O)C (N,N-dimethylformamide). Product: C(=O)C=1NC(=CC1CCC(=O)O)C (3-(2-formyl-5-methyl-1H-pyrrol-3-yl)propionic acid). RXN SMILES: [CH3:1][C:2]1[NH:6][CH:5]=[C:4]([CH2:7][CH2:8][C:9]([OH:11])=[O:10])[CH:3]=1.P(Cl)(Cl)(Cl)=O.CN(C)[CH:19]=[O:20]>>[CH:19]([C:5]1[NH:6][C:2]([CH3:1])=[CH:3][C:4]=1[CH2:7][CH2:8][C:9]([OH:11])=[O:10])=[O:20]. Procedure details: 3-(5-Methyl-1H-pyrrol-3-yl)propionic acid was formylated using phosphorus oxycloride (POCl3) and N,N-dimethylformamide (DMF) to give 3-(2-formyl-5-methyl-1H-pyrrol-3-yl)propionic acid. Starting materials: O[C@@H](CNNC(=O)[C@H](C(C)(C)C)NC(OC)=O)[C@H](CC1=CC=CC=C1)NC([C@H]([C@H](CC)C)N1C(N(CC1)CC=1N=C(SC1)COC)=O)=O (methyl (1S)-1-{[2-((2S,3S)-2-hydroxy-3-{[(2S,3S)-2-(3-{[2-(methoxymethyl)-1,3-thiazol-4-yl]methyl}-2-oxo-1-imidazolidinyl)-3-methylpentanoyl]amino}-4-phenylbutyl)hydrazino]carbonyl}-2,2-dimethylpropylcarbamate), C(CC(C)C)=O (isovaleraldehyde), C(C)(=O)O (acetic acid), C(C)(=O)O[BH-](OC(C)=O)OC(C)=O.[Na+] (sodium triacetoxyborohydride). Run in ClCCCl (1,2-dichloroethane). Product: O[C@@H](CN(NC(=O)[C@H](C(C)(C)C)NC(OC)=O)CCC(C)C)[C@H](CC1=CC=CC=C1)NC([C@H]([C@H](CC)C)N1C(N(CC1)CC=1N=C(SC1)COC)=O)=O (methyl (1S)-1-{[2-((2S,3S)-2-hydroxy-3-{[(2S,3S)-2-(3-{[2-(methoxymethyl)-1,3-thiazol-4-yl]methyl}-2-oxo-1-imidazolidinyl)-3-methylpentanoyl]amino}-4-phenylbutyl)-2-isopentylhydrazino]carbonyl}-2,2-dimethylpropylcarbamate). Yield: 36.0%. As a reaction SMILES: [OH:1][C@H:2]([C@@H:18]([NH:26][C:27](=[O:48])[C@@H:28]([N:33]1[CH2:37][CH2:36][N:35]([CH2:38][C:39]2[N:40]=[C:41]([CH2:44][O:45][CH3:46])[S:42][CH:43]=2)[C:34]1=[O:47])[C@@H:29]([CH3:32])[CH2:30][CH3:31])[CH2:19][C:20]1[CH:25]=[CH:24][CH:23]=[CH:22][CH:21]=1)[CH2:3][NH:4][NH:5][C:6]([C@@H:8]([NH:13][C:14](=[O:17])[O:15][CH3:16])[C:9]([CH3:12])([CH3:11])[CH3:10])=[O:7].[CH:49](=O)[CH2:50][CH:51]([CH3:53])[CH3:52].C(O)(=O)C.C(O[BH-](OC(=O)C)OC(=O)C)(=O)C.[Na+]>ClCCCl>[OH:1][C@H:2]([C@@H:18]([NH:26][C:27](=[O:48])[C@@H:28]([N:33]1[CH2:37][CH2:36][N:35]([CH2:38][C:39]2[N:40]=[C:41]([CH2:44][O:45][CH3:46])[S:42][CH:43]=2)[C:34]1=[O:47])[C@@H:29]([CH3:32])[CH2:30][CH3:31])[CH2:19][C:20]1[CH:25]=[CH:24][CH:23]=[CH:22][CH:21]=1)[CH2:3][N:4]([CH2:49][CH2:50][CH:51]([CH3:53])[CH3:52])[NH:5][C:6]([C@@H:8]([NH:13][C:14](=[O:17])[O:15][CH3:16])[C:9]([CH3:11])([CH3:10])[CH3:12])=[O:7] |f:3.4|. Reported procedure: A solution of Example 280A (20 mg, 0.029 mmol) in 1,2-dichloroethane (0.3 mL) was treated with isovaleraldehyde (6.2 μL, 2 equivalents), acetic acid (3.3 μL, 2 equivalents), and sodium triacetoxyborohydride (18.5 mg, 3 equivalents) at 25° C. for 16 hrs. The mixture was partitioned between dichloromethane and saturated sodium bicarbonate. The organic layer was separated, washed with brine, dried over magnesium sulfate, filtered, and the solvents were evaporated. The residue was purified by HPLC r... Reactants: O=C(O)COc1ccc(C23CC4CC(CC(C4)C2)C3)cc1, ClCCCl, CS(=O)(=O)c1cccc(N)c1, CCN(C(C)C)C(C)C, Cl, CN(C)C=O, O, On1nnc2ccccc21. Product: CS(=O)(=O)c1cccc(NC(=O)COc2ccc(C34CC5CC(CC(C5)C3)C4)cc2)c1. RXN SMILES: [C:1]12([c:11]3[cH:12][cH:13][c:14]([O:15][CH2:16][C:17](=[O:18])[OH:19])[cH:20][cH:21]3)[CH2:2][CH:3]3[CH2:4][CH:5]([CH2:6][CH:7]([CH2:8]1)[CH2:9]3)[CH2:10]2.[CH2:43]([Cl:44])[CH2:45][Cl:46].[CH3:23][S:24](=[O:25])(=[O:26])[c:27]1[cH:28][c:29]([NH2:33])[cH:30][cH:31][cH:32]1.[CH:34]([N:35]([CH2:36][CH3:37])[CH:38]([CH3:39])[CH3:40])([CH3:41])[CH3:42].[ClH:22].[O:57]=[CH:58][N:59]([CH3:60])[CH3:61].[OH2:62].[OH:47][n:48]1[c:49]2[c:50]([cH:51][cH:52][cH:53][cH:54]2)[n:55][n:56]1>>[C:1]12([c:11]3[cH:12][cH:13][c:14]([O:15][CH2:16][C:17](=[O:18])[NH:33][c:29]4[cH:28][c:27]([S:24]([CH3:23])(=[O:25])=[O:26])[cH:32][cH:31][cH:30]4)[cH:20][cH:21]3)[CH2:2][CH:3]3[CH2:4][CH:5]([CH2:6][CH:7]([CH2:8]1)[CH2:9]3)[CH2:10]2. Starting materials: [OH-].[Li+] (lithium hydroxide), COC([C@@H](CC=1C=C2C=NNC2=C(C1)C)NC(=O)N1CCC(CC1)N1C(NC2=CC=CC=C2C1)=O)=O ((R)-methyl-2-(4-(2-oxo-1,2-dihydroquinazolin-3 (4H)-yl)piperidine-1-carboxamido)-3 (7-methyl-1H-indazol-5-yl)propanoate), [OH-].[Li+] (lithium hydroxide). Run in O1CCCC1.CO (tetrahydrofuran methanol). Run at time 4.5 hour. Product: O=C1NC2=CC=CC=C2CN1C1CCN(CC1)C(=O)N[C@@H](C(=O)O)CC=1C=C2C=NNC2=C(C1)C ((R)-2-(4-(2-oxo-1,2-dihydroquinazolin-3(4H)-yl)piperidine-1-carboxamido)-3-(7-methyl-1H-indazol-5-yl)propanoic acid). Reaction SMILES: C[O:2][C:3](=[O:36])[C@H:4]([NH:16][C:17]([N:19]1[CH2:24][CH2:23][CH:22]([N:25]2[CH2:34][C:33]3[C:28](=[CH:29][CH:30]=[CH:31][CH:32]=3)[NH:27][C:26]2=[O:35])[CH2:21][CH2:20]1)=[O:18])[CH2:5][C:6]1[CH:7]=[C:8]2[C:12](=[C:13]([CH3:15])[CH:14]=1)[NH:11][N:10]=[CH:9]2.[OH-].[Li+]>O1CCCC1.CO>[O:35]=[C:26]1[N:25]([CH:22]2[CH2:21][CH2:20][N:19]([C:17]([NH:16][C@H:4]([CH2:5][C:6]3[CH:7]=[C:8]4[C:12](=[C:13]([CH3:15])[CH:14]=3)[NH:11][N:10]=[CH:9]4)[C:3]([OH:36])=[O:2])=[O:18])[CH2:24][CH2:23]2)[CH2:34][C:33]2[C:28](=[CH:29][CH:30]=[CH:31][CH:32]=2)[NH:27]1 |f:1.2,3.4|. Reported procedure: A stirred solution of (R)-methyl-2-(4-(2-oxo-1,2-dihydroquinazolin-3 (4H)-yl)piperidine-1-carboxamido)-3 (7-methyl-1H-indazol-5-yl)propanoate (2.24 g, 4.57 mmol) in 1:1 tetrahydrofuran/methanol (25 mL) was cooled to 0° C. To this mixture was added 2N lithium hydroxide (11.4 mL, 22.8 mmol) in several portions. The reaction mixture was stirred at room temperature for 4.5 h, and then more lithium hydroxide solution (2 mL) was added. Stirring was continued for a further 3 h, and then the mixture was...